This data is from the Open Reaction Database (ORD), a public repository of structured organic reaction records. The task is: describe an organic reaction: reactants, conditions, products, and yield The reactants are OC=1C=C(C(=O)NC=2C=C(C=CC2C)NC(=O)C=2C=C3C=CC=NC3=CC2)C=CC1 (N-[3-(3-hydroxybenzamido)-4-methylphenyl]quinoline-6-carboxamide), ClCC1=NC=CC=C1 (2-chloromethylpyridine). The product is N1=C(C=CC=C1)COC=1C=C(C(=O)NC=2C=C(C=CC2C)NC(=O)C=2C=C3C=CC=NC3=CC2)C=CC1 (N-{3-[3-(2-pyridylmethoxy)benzamido]-4-methylphenyl}quinoline-6-carboxamide). Isolated yield 58.0%. As a reaction SMILES: [OH:1][C:2]1[CH:3]=[C:4]([CH:28]=[CH:29][CH:30]=1)[C:5]([NH:7][C:8]1[CH:9]=[C:10]([NH:15][C:16]([C:18]2[CH:19]=[C:20]3[C:25](=[CH:26][CH:27]=2)[N:24]=[CH:23][CH:22]=[CH:21]3)=[O:17])[CH:11]=[CH:12][C:13]=1[CH3:14])=[O:6].Cl[CH2:32][C:33]1[CH:38]=[CH:37][CH:36]=[CH:35][N:34]=1>>[N:34]1[CH:35]=[CH:36][CH:37]=[CH:38][C:33]=1[CH2:32][O:1][C:2]1[CH:3]=[C:4]([CH:28]=[CH:29][CH:30]=1)[C:5]([NH:7][C:8]1[CH:9]=[C:10]([NH:15][C:16]([C:18]2[CH:19]=[C:20]3[C:25](=[CH:26][CH:27]=2)[N:24]=[CH:23][CH:22]=[CH:21]3)=[O:17])[CH:11]=[CH:12][C:13]=1[CH3:14])=[O:6]. Procedure details: Using an analogous procedure to that described in Example 7, N-[3-(3-hydroxybenzamido)-4-methylphenyl]quinoline-6-carboxamide was reacted with 2-chloromethylpyridine to give the title compound in 58% yield; NMR Spectrum: (DMSOd6) 2.2 (s, 3H), 5.26 (s, 2H), 7.23 (m, 2H), 7.33 (t, 1H), 7.43 (t, 1H), 7.57 (t, 1H), 7.61 (m, 4H), 7.82 (m, 1H), 7.85 (d, 1H), 8.12 (d, 1H), 8.25 (d, 1H), 8.51 (d, 1H), 8.58 (d, 1H), 8.61 (s, 1H), 8.99 (d, 1H), 9.9 (s, 1H), 10.48 (s, 1H); Mass Spectrum: M+H+ 489. Starting materials: CCCCC(NC(=O)OC(C)(C)C)C(=O)O, NCC(=O)OCc1ccccc1, CN1CCOCC1, CC(C)COC(=O)Cl, CN(C)C=O, Cc1ccc(O)cc1S(=O)(=O)O. The product is CCCCC(NC(=O)OC(C)(C)C)C(=O)NCC(=O)OCc1ccccc1. RXN SMILES: [C:1]([CH3:2])([CH3:3])([CH3:4])[O:5][C:6](=[O:7])[NH:8][CH:9]([CH2:10][CH2:11][CH2:12][CH3:13])[C:14](=[O:15])[OH:16].[CH2:44]([c:45]1[cH:46][cH:47][cH:48][cH:49][cH:50]1)[O:51][C:52]([CH2:53][NH2:54])=[O:55].[CH3:17][N:18]1[CH2:19][CH2:20][O:21][CH2:22][CH2:23]1.[Cl:24][C:25]([O:26][CH2:27][CH:28]([CH3:29])[CH3:30])=[O:31].[O:56]=[CH:57][N:58]([CH3:59])[CH3:60].[c:32]1([CH3:33])[c:34]([S:35]([OH:36])(=[O:37])=[O:38])[cH:39][c:40]([OH:41])[cH:42][cH:43]1>>[C:1]([CH3:2])([CH3:3])([CH3:4])[O:5][C:6](=[O:7])[NH:8][CH:9]([CH2:10][CH2:11][CH2:12][CH3:13])[C:14](=[O:16])[NH:54][CH2:53][C:52]([O:51][CH2:44][c:45]1[cH:46][cH:47][cH:48][cH:49][cH:50]1)=[O:55]. The reactants are COC(C1=C(N=C(C=C1NC(CC)CC)C)Cl)=O (2-chloro-4-(1-ethyl-propylamino)-6-methyl-nicotinic acid methyl ester), CC1=C(N(C)C)C=CC=C1 (trimethylaniline), C([O-])([O-])=O.[K+].[K+] (potassium carbonate), CN(C)C=O (DMF). Reagents/catalysts: [Cu] (copper). Reaction conditions: time 20 minute. Yields the product COC(C1=C(N=C(C=C1NC(CC)CC)C)NC1=C(C=C(C=C1C)C)C)=O (4-(1-Ethyl-propylamino)-6-methyl-2-(2,4,6-trimethyl-phenylamino)-nicotinic acid methyl ester). Reaction SMILES: [CH3:1][O:2][C:3](=[O:18])[C:4]1[C:9]([NH:10][CH:11]([CH2:14][CH3:15])[CH2:12][CH3:13])=[CH:8][C:7]([CH3:16])=[N:6][C:5]=1Cl.[CH3:19][C:20]1[CH:28]=[CH:27][CH:26]=[CH:25][C:21]=1N(C)C.[C:29](=O)([O-])[O-].[K+].[K+].C[N:36]([CH:38]=O)C>[Cu]>[CH3:1][O:2][C:3](=[O:18])[C:4]1[C:9]([NH:10][CH:11]([CH2:14][CH3:15])[CH2:12][CH3:13])=[CH:8][C:7]([CH3:16])=[N:6][C:5]=1[NH:36][C:38]1[C:25]([CH3:21])=[CH:26][C:27]([CH3:29])=[CH:28][C:20]=1[CH3:19] |f:2.3.4|. Reported procedure: A mixture of 2-chloro-4-(1-ethyl-propylamino)-6-methyl-nicotinic acid methyl ester, trimethylaniline, potassium carbonate, copper in DMF was heated at reflux. The mixture was quenched with ammonium chloride and stirred for 20 min, filtered through celite and washed with ethyl acetate. The filtrate was extracted with ethyl acetate. The organic layer was separated, dried and concentrated to dryness. The residue was purified through silica gel column chromatography using 2% methanol in chloroform a...